Dataset: the Open Reaction Database (ORD), a public repository of structured organic reaction records. Task: describe an organic reaction: reactants, conditions, products, and yield The reactants are CC(=O)O, CC(=O)O, CC=CC(O)c1cccc(OCc2ccccc2)c1, CC1(C)CCCC(C)(C)N1O, Ic1ccccc1. The product is CC=CC(=O)c1cccc(OCc2ccccc2)c1. RXN SMILES: [C:31]([OH:32])(=[O:33])[CH3:34].[C:35]([OH:36])(=[O:37])[CH3:38].[CH2:1]([c:2]1[cH:3][cH:4][cH:5][cH:6][cH:7]1)[O:8][c:9]1[cH:10][c:11]([CH:15]([CH:16]=[CH:17][CH3:18])[OH:19])[cH:12][cH:13][cH:14]1.[CH3:20][C:21]1([CH3:30])[N:22]([O:23])[C:24]([CH3:25])([CH3:26])[CH2:27][CH2:28][CH2:29]1.[I:39][c:40]1[cH:41][cH:42][cH:43][cH:44][cH:45]1>>[CH2:1]([c:2]1[cH:3][cH:4][cH:5][cH:6][cH:7]1)[O:8][c:9]1[cH:10][c:11]([C:15]([CH:16]=[CH:17][CH3:18])=[O:19])[cH:12][cH:13][cH:14]1. Reactants: CCOC(=O)c1ccc2c(c1)CCC1C2=NN(c2ccc(C#N)c(COC)c2)C1C1CCCC1, CO, [Na+], C1CCOC1, [OH-]. The product is COCc1cc(N2N=C3c4ccc(C(=O)O)cc4CCC3C2C2CCCC2)ccc1C#N. Reaction SMILES: [C:1](#[N:2])[c:3]1[c:4]([CH2:32][O:33][CH3:34])[cH:5][c:6]([N:9]2[N:10]=[C:11]3[c:12]4[c:13]([cH:23][c:24]([C:27](=[O:28])[O:29][CH2:30][CH3:31])[cH:25][cH:26]4)[CH2:14][CH2:15][CH:16]3[CH:17]2[CH:18]2[CH2:19][CH2:20][CH2:21][CH2:22]2)[cH:7][cH:8]1.[CH3:35][OH:36].[Na+:38].[O:39]1[CH2:40][CH2:41][CH2:42][CH2:43]1.[OH-:37]>>[C:1](#[N:2])[c:3]1[c:4]([CH2:32][O:33][CH3:34])[cH:5][c:6]([N:9]2[N:10]=[C:11]3[c:12]4[c:13]([cH:23][c:24]([C:27](=[O:28])[OH:29])[cH:25][cH:26]4)[CH2:14][CH2:15][CH:16]3[CH:17]2[CH:18]2[CH2:19][CH2:20][CH2:21][CH2:22]2)[cH:7][cH:8]1. Starting materials: ClC1=CC=C(C=C1)C(CCCCCC#N)=NO (4'-chloro-6-cyanocaprophenone oxime), Cl.ClCCN (2-chloroethylaminehydrochloride), [OH-].[K+] (KOH). The solvent is CN(C=O)C (dimethyl-formamide). Run at temperature 10 celsius. The product is Cl.NCCON=C(CCCCCC#N)C1=CC=C(C=C1)Cl (4'-chloro-6-cyanocaprophenone O-(2-aminoethyl) oxime hydrochloride). Reaction SMILES: [Cl:1][C:2]1[CH:7]=[CH:6][C:5]([C:8](=[N:16][OH:17])[CH2:9][CH2:10][CH2:11][CH2:12][CH2:13][C:14]#[N:15])=[CH:4][CH:3]=1.Cl.Cl[CH2:20][CH2:21][NH2:22].[OH-].[K+]>CN(C)C=O>[ClH:1].[NH2:22][CH2:21][CH2:20][O:17][N:16]=[C:8]([C:5]1[CH:4]=[CH:3][C:2]([Cl:1])=[CH:7][CH:6]=1)[CH2:9][CH2:10][CH2:11][CH2:12][CH2:13][C:14]#[N:15] |f:1.2,3.4,6.7|. Reported procedure: 5.0 mmol. (1.25 gr) of 4'-chloro-6-cyanocaprophenone oxime, melting point 58°-59° C, 5.2 mmol (0.60 gr) of 2-chloroethylaminehydrochloride and 0.7 gr of KOH powder were sequentially added to 12.5 ml of dimethyl-formamide (DMF) while stirring at 10° C.